The task is: describe an organic reaction: reactants, conditions, products, and yield. This data is from the Open Reaction Database (ORD), a public repository of structured organic reaction records. The reactants are FC=1C=C(C=C(C1)F)CC(=O)N[C@@H](C)C(=O)O (N-(3,5-Difluorophenylacetyl)-L-alanine), NC1C(N(CC2=CC=CC=C12)C)=O (4-amino-2-methyl-1,2,3,4-tetrahydroisoquinoline-3-one). Product: FC=1C=C(C=C(C1)F)CC(=O)N[C@@H](C)C(=O)NC1C(N(CC2=CC=CC=C12)C)=O (4-(N′-(3,5-Difluorophenylacetyl)-L-alaninyl)amino-2-methyl-1,2,3,4-tetrahydroisoquinolin-3-one). As a reaction SMILES: [F:1][C:2]1[CH:3]=[C:4]([CH2:9][C:10]([NH:12][C@H:13]([C:15]([OH:17])=O)[CH3:14])=[O:11])[CH:5]=[C:6]([F:8])[CH:7]=1.[NH2:18][CH:19]1[C:28]2[C:23](=[CH:24][CH:25]=[CH:26][CH:27]=2)[CH2:22][N:21]([CH3:29])[C:20]1=[O:30]>>[F:8][C:6]1[CH:5]=[C:4]([CH2:9][C:10]([NH:12][C@H:13]([C:15]([NH:18][CH:19]2[C:28]3[C:23](=[CH:24][CH:25]=[CH:26][CH:27]=3)[CH2:22][N:21]([CH3:29])[C:20]2=[O:30])=[O:17])[CH3:14])=[O:11])[CH:3]=[C:2]([F:1])[CH:7]=1. Procedure details: Following General Procedure D above using N-(3,5-difluorophenylacetyl)-L-alanine (Example B) and 4-amino-2-methyl-1,2,3,4-tetrahydroisoquinoline-3-one (General Procedure 5-D), the title compound was prepared as a solid having a melting point of 174-175° C. The reactants are COc1ccc(N2CCOCC2)c2sc(NC(=O)c3ccnc(Br)c3)nc12, O=C([O-])[O-], [Cs+], [Cs+], OC1CCNCC1. Product: COc1ccc(N2CCOCC2)c2sc(NC(=O)c3ccnc(N4CCC(O)CC4)c3)nc12. As a reaction SMILES: [Br:1][c:2]1[cH:3][c:4]([C:5](=[O:6])[NH:7][c:8]2[s:9][c:10]3[c:11]([n:12]2)[c:13]([O:23][CH3:24])[cH:14][cH:15][c:16]3[N:17]2[CH2:18][CH2:19][O:20][CH2:21][CH2:22]2)[cH:25][cH:26][n:27]1.[C:28](=[O:29])([O-:30])[O-:31].[Cs+:32].[Cs+:33].[OH:34][CH:35]1[CH2:36][CH2:37][NH:38][CH2:39][CH2:40]1>>[c:2]1([N:38]2[CH2:37][CH2:36][CH:35]([OH:34])[CH2:40][CH2:39]2)[cH:3][c:4]([C:5](=[O:6])[NH:7][c:8]2[s:9][c:10]3[c:11]([n:12]2)[c:13]([O:23][CH3:24])[cH:14][cH:15][c:16]3[N:17]2[CH2:18][CH2:19][O:20][CH2:21][CH2:22]2)[cH:25][cH:26][n:27]1.